This data is from the Open Reaction Database (ORD), a public repository of structured organic reaction records. The task is: describe an organic reaction: reactants, conditions, products, and yield The reactants are C(=O)C1=CC(=C(OCCCCCCO)C=C1)OC (6-(4-Formyl-2-methoxyphenoxy)hexan-1-ol), C(C)(=O)OC(C)=O (acetic anhydride). Run in N1=CC=CC=C1 (pyridine). Reaction conditions: time 30 minute. Yields the product C(C)(=O)OCCCCCCOC1=C(C=C(C=C1)C=O)OC (6-(4-Formyl-2-methoxyphenoxy)hexyl acetate). Yield: 98.7%. RXN SMILES: [CH:1]([C:3]1[CH:16]=[CH:15][C:6]([O:7][CH2:8][CH2:9][CH2:10][CH2:11][CH2:12][CH2:13][OH:14])=[C:5]([O:17][CH3:18])[CH:4]=1)=[O:2].[C:19](OC(=O)C)(=[O:21])[CH3:20]>N1C=CC=CC=1>[C:19]([O:14][CH2:13][CH2:12][CH2:11][CH2:10][CH2:9][CH2:8][O:7][C:6]1[CH:15]=[CH:16][C:3]([CH:1]=[O:2])=[CH:4][C:5]=1[O:17][CH3:18])(=[O:21])[CH3:20]. Procedure details: A flame-dried, 250 mL round bottom flask was charged, under argon, with 2 (10 g, 39.6 mmol) and this was dissolved in 50 mL of anhydrous pyridine and the flask was protected from light. To this solution was added acetic anhydride (9.3 mL, 98.8 mmol) dropwise at a rate of 0.5 mL/minute. The solution was stirred at room temperature for 30 minutes at which time all of the starting material had been consumed. The solvent was evaporated with reduced pressure and then toluene was added to remove exces...